Task: describe an organic reaction: reactants, conditions, products, and yield. Dataset: the Open Reaction Database (ORD), a public repository of structured organic reaction records Reactants: CNC (dimethylamine), CC1=C(CCl)C(=CC(=C1)C)C (2,4,6-trimethylbenzyl chloride). The solvent is C1CCOC1 (THF), C1CCOC1 (THF). The product is CC1=C(C(=CC(=C1)C)C)N(C)C (2,4,6-trimethylphenyl-dimethylamine). Reaction SMILES: [CH3:1][NH:2][CH3:3].[CH3:4][C:5]1[CH:12]=[C:11]([CH3:13])[CH:10]=[C:9]([CH3:14])[C:6]=1CCl>C1COCC1>[CH3:4][C:5]1[CH:12]=[C:11]([CH3:13])[CH:10]=[C:9]([CH3:14])[C:6]=1[N:2]([CH3:3])[CH3:1]. Procedure: To a mixture of THF (20 mL) and dimethylamine (20 mL, 40% wt in water) at 0° C. was added 2,4,6-trimethylbenzyl chloride (5 g, 29.64 mmol). The mixture was allowed to warm up to room temperature and stirred for 4 h before THF was evaporated and the aqueous residue was extracted with ether. The organic layer was worked up and concentrated as usual to give 2,4,6-trimethylphenyl-dimethylamine in quantitative yleld. This compound was then nitrated and the resulted nitro compound reduced to the corre... Starting materials: C(C)OC(=O)C=1SC=2C(COC3=C(C2N1)C=C(C(=C3)F)Br)CC (ethyl 9-Bromo-8-fluoro-4,5-dihydro-6-oxa-3-thia-1-aza-benzo[e]azulene-2-carboxylic acid ethyl ester), Cl (hydrochloric acid), O1CCCC1 (tetrahydrofuran), [Li+].[OH-] (LiOH). Run in O (water). Run at time 3 hour. The product is BrC=1C(=CC2=C(C=3N=C(SC3CCO2)C(=O)O)C1)F (9-Bromo-8-fluoro-4,5-dihydro-6-oxa-3-thia-1-aza-benzo[e]azulene-2-carboxylic acid). Isolated yield 80.3%. Reaction SMILES: C([O:3][C:4]([C:6]1[S:7][C:8]2[CH:9](CC)[CH2:10][O:11][C:12]3[CH:19]=[C:18]([F:20])[C:17]([Br:21])=[CH:16][C:13]=3[C:14]=2[N:15]=1)=[O:5])C.O1CCCC1.[Li+].[OH-].Cl>O>[Br:21][C:17]1[C:18]([F:20])=[CH:19][C:12]2[O:11][CH2:10][CH2:9][C:8]3[S:7][C:6]([C:4]([OH:5])=[O:3])=[N:15][C:14]=3[C:13]=2[CH:16]=1 |f:2.3|. Procedure: Into a 10-L 4-necked round-bottom flask purged and maintained with an inert atmosphere of argon was placed ethyl 9-Bromo-8-fluoro-4,5-dihydro-6-oxa-3-thia-1-aza-benzo[e]azulene-2-carboxylic acid ethyl ester (350 g, 940.33 mmol, 1.00 equiv), tetrahydrofuran (1.3 L), water (2.6 L), and LiOH (62 g, 2.59 mol, 2.73 equiv). The resulting solution was stirred at room temperature for 3 h, cooled to <10° C. and adjusted to pH=2-3 with hydrochloric acid. The precipitates were collected by filtration, wash... Reactants: BrC1=C(C=CC(=C1)[N+](=O)[O-])C=1OC2=C(C(=CC(=C2C(C1)=O)OC)OC)[C@H]1[C@@H](N(CC1)C)CO ((+)-trans-2-(2-Bromo-4-nitro-phenyl)-8-(2-hydroxymethyl-1-methylpyrrolidin-3-yl)-5,7-dimethoxy-chromen-4-one), Cl.N1=CC=CC=C1 (pyridine hydrochloride). Yields the product BrC1=C(C=CC(=C1)[N+](=O)[O-])C=1OC2=C(C(=CC(=C2C(C1)=O)O)O)[C@H]1[C@@H](N(CC1)C)CO ((+)-trans-2-(2-Bromo-4-nitro-phenyl)-5,7-dihydroxy-8-(2-hydroxymethyl-1-methyl-pyrrolidin-3-yl)-chromen-4-one). Reaction SMILES: [Br:1][C:2]1[CH:7]=[C:6]([N+:8]([O-:10])=[O:9])[CH:5]=[CH:4][C:3]=1[C:11]1[O:12][C:13]2[C:18]([C:19](=[O:21])[CH:20]=1)=[C:17]([O:22]C)[CH:16]=[C:15]([O:24]C)[C:14]=2[C@@H:26]1[CH2:30][CH2:29][N:28]([CH3:31])[C@H:27]1[CH2:32][OH:33].Cl.N1C=CC=CC=1>>[Br:1][C:2]1[CH:7]=[C:6]([N+:8]([O-:10])=[O:9])[CH:5]=[CH:4][C:3]=1[C:11]1[O:12][C:13]2[C:18]([C:19](=[O:21])[CH:20]=1)=[C:17]([OH:22])[CH:16]=[C:15]([OH:24])[C:14]=2[C@@H:26]1[CH2:30][CH2:29][N:28]([CH3:31])[C@H:27]1[CH2:32][OH:33] |f:1.2|. Reported procedure: Compound of example 41 (0.3 g, 0.6 mmol) was demethylated using pyridine hydrochloride (3 g, 26 mmol) as described in example 17 to obtain the title compound. Starting materials: CS(=O)(=O)OCCC=1C=CC2=C(N(C3=C(S2)N=CC=N3)COC)C1 (2-[10-(methoxymethyl)-10H-pyrazino[2,3-b][1,4]benzothiazin-8-yl]ethyl methanesulfonate), N1CCC(CC1)CCC(C(=O)OCC)C (ethyl 4-(piperidin-4-yl)-2-methylbutanoate), CC(C(=O)[O-])CC (2-methylbutanoate). Product: N1=CC=NC=2SC3=C(NC21)C=C(C=C3)CCN3CCC(CC3)CCC(C(=O)OCC)C (Ethyl 4-[1-[2-(10H-pyrazino[2,3-b][1,4]benzothiazin-8-yl)ethyl]piperidin-4-yl]-2-methylbutanoate). RXN SMILES: CS(O[CH2:6][CH2:7][C:8]1[CH:9]=[CH:10][C:11]2[S:16][C:15]3[N:17]=[CH:18][CH:19]=[N:20][C:14]=3[N:13](COC)[C:12]=2[CH:24]=1)(=O)=O.[NH:25]1[CH2:30][CH2:29][CH:28]([CH2:31][CH2:32][CH:33]([CH3:39])[C:34]([O:36][CH2:37][CH3:38])=[O:35])[CH2:27][CH2:26]1.CC(CC)C([O-])=O>>[N:20]1[C:14]2[NH:13][C:12]3[CH:24]=[C:8]([CH2:7][CH2:6][N:25]4[CH2:30][CH2:29][CH:28]([CH2:31][CH2:32][CH:33]([CH3:39])[C:34]([O:36][CH2:37][CH3:38])=[O:35])[CH2:27][CH2:26]4)[CH:9]=[CH:10][C:11]=3[S:16][C:15]=2[N:17]=[CH:18][CH:19]=1. Procedure: Starting with 2-[10-(methoxymethyl)-10H-pyrazino[2,3-b][1,4]benzothiazin-8-yl]ethyl methanesulfonate and ethyl 4-(piperidin-4-yl)-2-methylbutanoate, ethyl 4-[1-[2-10-(methoxymethyl)-10H-pyrazino[2,3-b][1,4]benzothiazin-8-yl)-ethyl]piperidin-4-yl]-2-methylbutanoate was obtained by the same method as the one of Example 63. Next, this product was treated by the same method as the one of Example 8 to thereby give the title compound. Reactants: [Si](C)(C)(C(C)(C)C)OCCC1C(N(CCN1S(=O)(=O)C1=C(C=CC=C1)[N+](=O)[O-])C(C(=O)NC)CC1=CC2=CC=CC=C2C=C1)=O (2-[3-[2-(tert-butyldimethylsilanyloxy)ethyl]-4-(2-nitrobenzene-sulfonyl)-2-oxo-piperazin-1-yl]-N-methyl-3-naphthalen-2-yl propionamide), FC(C(=O)O)(F)F (trifluoroacetic acid). Solvent: ClCCl (dichloromethane). Product: [Si](C)(C)(C(C)(C)C)OCCC1C(N(CCN1)C(C(=O)NC)CC1=CC2=CC=CC=C2C=C1)=O (2-{3-[2-(tert-Butyldimethylsilanyloxy)ethyl]-2-oxo-piperizin-1-yl}-N-methyl-3-naphthalen-2-yl-propionamide). As a reaction SMILES: [Si:1]([O:8][CH2:9][CH2:10][CH:11]1[N:16](S(C2C=CC=CC=2[N+]([O-])=O)(=O)=O)[CH2:15][CH2:14][N:13]([CH:29]([CH2:34][C:35]2[CH:44]=[CH:43][C:42]3[C:37](=[CH:38][CH:39]=[CH:40][CH:41]=3)[CH:36]=2)[C:30]([NH:32][CH3:33])=[O:31])[C:12]1=[O:45])([C:4]([CH3:7])([CH3:6])[CH3:5])([CH3:3])[CH3:2].FC(F)(F)C(O)=O>ClCCl>[Si:1]([O:8][CH2:9][CH2:10][CH:11]1[NH:16][CH2:15][CH2:14][N:13]([CH:29]([CH2:34][C:35]2[CH:44]=[CH:43][C:42]3[C:37](=[CH:38][CH:39]=[CH:40][CH:41]=3)[CH:36]=2)[C:30]([NH:32][CH3:33])=[O:31])[C:12]1=[O:45])([C:4]([CH3:7])([CH3:5])[CH3:6])([CH3:2])[CH3:3]. Reported procedure: 2-[3-[2-(tert-butyldimethylsilanyloxy)ethyl]-4-(2-nitrobenzene-sulfonyl)-2-oxo-piperazin-1-yl]-N-methyl-3-naphthalen-2-yl propionamide, 57, (6.5 g, 10 mmol), trifluoroacetic acid (5 mL), and dichloromethane (50 mL) is stirred at room temperature for 2 hours and then concentrated in vacuo. The crude product is dissolved in dichloromethane and the organic layer washed with saturated sodium bicarbonate, dried, and concentrated in vacuo to afford the desired product. Reaction SMILES: I(C1C=CC=CC=1C(O)=O)(=O)=[O:2].[C:13]12(O)[CH2:21][CH:17]([C:18]1([CH3:20])[CH3:19])[CH2:16][CH2:15][C:14]2([OH:23])[CH3:22].C([O-])([O-])=O.[Na+].[Na+]>CS(C)=O.C1COCC1>[OH:23][C:14]1([CH3:22])[C:15](=[O:2])[CH2:16][CH:17]2[CH2:21][CH:13]1[C:18]2([CH3:20])[CH3:19] |f:2.3.4|. Reactants: I(=O)(=O)C1=C(C(=O)O)C=CC=C1 (o-Iodoxybenzoic acid), C(=O)([O-])[O-].[Na+].[Na+] (Na2CO3), C12(C(CCC(C1(C)C)C2)(C)O)O (pinanediol). Isolated yield 86.0%. Reported procedure: o-Iodoxybenzoic acid I (420 mg; 1.5 mmol) was added under stirring in one portion to a solution of pinanediol (170 mg; 1 mmol) in DMSO (3.4 ml) and THF (2.9 ml) at 0° C. After 3 h the reaction was poured in 20 ml of a solution of Na2CO3 (10%) and extracted with diethyl ether (3×10 ml). The combined organic layers were dried over sodium sulfate. The organic solvent was distilled under vacuum. The residue was purified by chromatography (SiO2, dichloromethane) to give after trituration with n-hexan... Solvent: solution, CS(=O)C (DMSO), C1CCOC1 (THF). The product is OC1(C2C(C(CC1=O)C2)(C)C)C (2-hydroxy-pinanone). As a reaction SMILES: [CH2:1]([CH2:2][CH2:3][CH3:4])[O:5][c:6]1[c:7]([C:8](=[O:9])[OH:10])[cH:11][cH:12][c:13]([C:15]([F:16])([F:17])[F:18])[cH:14]1.[CH3:19][NH:20][O:21][CH3:22].[CH3:25][O:26][c:27]1[n:28][c:29]([O:30][CH3:31])[n:32][c:33]([N+:34]2([CH3:35])[CH2:36][CH2:37][O:38][CH2:39][CH2:40]2)[n:41]1.[Cl-:24].[OH2:23]>>[CH2:1]([CH2:2][CH2:3][CH3:4])[O:5][c:6]1[c:7]([C:8](=[O:10])[N:20]([CH3:19])[O:21][CH3:22])[cH:11][cH:12][c:13]([C:15]([F:16])([F:17])[F:18])[cH:14]1. Product: CCCCOc1cc(C(F)(F)F)ccc1C(=O)N(C)OC. Starting materials: CCCCOc1cc(C(F)(F)F)ccc1C(=O)O, CNOC, COc1nc(OC)nc([N+]2(C)CCOCC2)n1, [Cl-], O. Starting materials: C(C(O)C)(=O)OCC (ethyl lactate), C(CCCCCCC)O (octyl alcohol). Reagents/catalysts: S(O)(O)(=O)=O (sulfuric acid). Run in one. Yields the product C(C(O)C)(=O)OCCCCCCCC (Octyl Lactate). The yield is 43.6%. RXN SMILES: [C:1]([O:6][CH2:7][CH3:8])(=[O:5])[CH:2]([CH3:4])[OH:3].[CH2:9](O)[CH2:10][CH2:11][CH2:12][CH2:13][CH2:14]CC>S(=O)(=O)(O)O>[C:1]([O:6][CH2:7][CH2:8][CH2:9][CH2:10][CH2:11][CH2:12][CH2:13][CH3:14])(=[O:5])[CH:2]([CH3:4])[OH:3]. Procedure: A 500 mL one neck round bottom flask equipped with a distillation apparatus and nitrogen inlet/outlet was charged with 100.0 g (0.85 moles) of ethyl lactate, 220.49 g (1.69 moles) of octyl alcohol and 0.42 g of sulfuric acid. The reaction was refluxed for 8 hours and ethanol was collected as formed. The acid was neutralized by washing three times with 100 mL saturated sodium bicarbonate solution. The organic layer was collected and dried over magnesium sulfate. Excess octyl alcohol was removed b... Starting materials: CN1N=C(C=C1C(=O)O)C (1,3-dimethyl-1H-pyrazole-5-carboxylic acid), CCCC(CCC)N (4-heptylamine). The product is CCCC(CCC)NC(=O)C1=CC(=NN1C)C (N-(heptan-4-yl)-1,3-dimethyl-1H-pyrazole-5-carboxamide). RXN SMILES: [CH3:1][N:2]1[C:6]([C:7]([OH:9])=O)=[CH:5][C:4]([CH3:10])=[N:3]1.[CH3:11][CH2:12][CH2:13][CH:14]([NH2:18])[CH2:15][CH2:16][CH3:17]>>[CH3:11][CH2:12][CH2:13][CH:14]([NH:18][C:7]([C:6]1[N:2]([CH3:1])[N:3]=[C:4]([CH3:10])[CH:5]=1)=[O:9])[CH2:15][CH2:16][CH3:17]. Reported procedure: Prepared in a similar manner to example 4 using 1,3-dimethyl-1H-pyrazole-5-carboxylic acid and 4-heptylamine. 1H NMR (500 MHz, CDCl3): δ 0.90 (t, 6H, J=7.2 Hz), 1.41 (m, 4H), 1.50 (m, 4H), 2.27 (s, 3H), 3.77 (s, 3H), 4.09 (m, 1H), 6.49 (d, 1H), 6.53 (s, 1H). MS (M+H, 238). The reactants are CC(C)(C)OC(=O)CCCOC(=O)c1cc(Br)c(Cl)cc1OCCCC(=O)OC(C)(C)C, C1CCOC1, [Li+], [Na+], [OH-], O=S(=O)([O-])O. The product is CC(C)(C)OC(=O)CCCOc1cc(Cl)c(Br)cc1C(=O)O. RXN SMILES: [C:1]([O:2][C:3]([CH2:4][CH2:5][CH2:6][O:11][C:12]([c:13]1[c:14]([O:21][CH2:22][CH2:23][CH2:24][C:25](=[O:26])[O:27][C:28]([CH3:29])([CH3:30])[CH3:31])[cH:15][c:16]([Cl:20])[c:17]([Br:19])[cH:18]1)=[O:32])=[O:7])([CH3:8])([CH3:9])[CH3:10].[CH2:41]1[O:42][CH2:43][CH2:44][CH2:45]1.[Li+:34].[Na+:40].[OH-:33].[S:35](=[O:36])(=[O:37])([OH:38])[O-:39]>>[O:11]=[C:12]([c:13]1[c:14]([O:21][CH2:22][CH2:23][CH2:24][C:25](=[O:26])[O:27][C:28]([CH3:29])([CH3:30])[CH3:31])[cH:15][c:16]([Cl:20])[c:17]([Br:19])[cH:18]1)[OH:32].